Dataset: the Open Reaction Database (ORD), a public repository of structured organic reaction records. Task: describe an organic reaction: reactants, conditions, products, and yield Starting materials: C(C)(C)(C)OC(=O)NC(C=1OC=CC1)[C@@H]1CC(N(C1)[C@H](C)C1=CC=CC=C1)=O (4-(R)-[1-tert-butoxycarbonylamino-1-(2-furyl)methyl]-1-[1-(R)-phenylethyl]-2-pyrrolidone), O1CCCC1 (tetrahydrofuran). Conditions: time 17 hour. The product is C(C)(C)(C)OC(=O)NC(C=1OC=CC1)[C@@H]1C(N(CC1)[C@H](C)C1=CC=CC=C1)=O (3-(R)-[1-Tert-butoxycarbonylamino-1-(2-furyl)methyl]-1-[1-(R)-phenylethyl]-2-pyrrolidone). The yield is 79.0%. As a reaction SMILES: [C:1]([O:5][C:6]([NH:8][CH:9]([C@H:15]1[CH2:19][N:18]([C@@H:20]([C:22]2[CH:27]=[CH:26][CH:25]=[CH:24][CH:23]=2)[CH3:21])[C:17](=O)[CH2:16]1)[C:10]1[O:11][CH:12]=[CH:13][CH:14]=1)=[O:7])([CH3:4])([CH3:3])[CH3:2].[O:29]1CCCC1>>[C:1]([O:5][C:6]([NH:8][CH:9]([C@H:15]1[CH2:16][CH2:17][N:18]([C@@H:20]([C:22]2[CH:27]=[CH:26][CH:25]=[CH:24][CH:23]=2)[CH3:21])[C:19]1=[O:29])[C:10]1[O:11][CH:12]=[CH:13][CH:14]=1)=[O:7])([CH3:4])([CH3:3])[CH3:2]. Procedure: In an atmosphere of nitrogen, 1Mborane-tetrahydrofuran complex (14.8 ml) was added dropwise to a tetrahydrofuran solution (40 ml) of 4-(R)-[1-tert-butoxycarbonylamino-1-(2-furyl)methyl]-1-[1-(R)-phenylethyl]-2-pyrrolidone [F1] (2.03 g, 5.28 mmol) under ice-cooling, and then the mixture was stirred at room temperature for 17 hours. After evaporation of the solvent under a reduced pressure, the resulting residue was dissolved in 80% hydrous ethanol (40 ml) and heated under reflux for 1 hour in the... Starting materials: BrC1=CC=C(C=C1)C(=O)C1=C(C=C(C=C1)O)O ((4-bromo-phenyl)-(2,4-dihydroxy-phenyl)-methanone), BrC\C=C\CBr ((E)-1,4-dibromo-2-butene), C([O-])([O-])=O.[Li+].[Li+] (lithium carbonate). The solvent is CN(C)C=O (DMF). The product is BrC/C=C/COC1=CC(=C(C=C1)C(=O)C1=CC=C(C=C1)Br)O ((E)-[4-(4-bromo-but-2-enyloxy)-2-hydroxy-phenyl]-(4-bromo-phenyl)-methanone). RXN SMILES: [Br:1][C:2]1[CH:7]=[CH:6][C:5]([C:8]([C:10]2[CH:15]=[CH:14][C:13]([OH:16])=[CH:12][C:11]=2[OH:17])=[O:9])=[CH:4][CH:3]=1.[Br:18][CH2:19]/[CH:20]=[CH:21]/[CH2:22]Br.C(=O)([O-])[O-].[Li+].[Li+]>CN(C=O)C>[Br:18][CH2:19]/[CH:20]=[CH:21]/[CH2:22][O:16][C:13]1[CH:14]=[CH:15][C:10]([C:8]([C:5]2[CH:4]=[CH:3][C:2]([Br:1])=[CH:7][CH:6]=2)=[O:9])=[C:11]([OH:17])[CH:12]=1 |f:2.3.4|. Reported procedure: A solution of 0.88 g of (4-bromo-phenyl)-(2,4-dihydroxy-phenyl)-methanone and (E)-1,4-dibromo-2-butene in 7.5 ml of DMF and 0.56 g of lithium carbonate is stirred at 40° C. for 48 hrs. After working up with methylene chloride/0.5M hydrochloric acid and purification over silica gel with hexane/ethyl acetate (9:1) there is obtained 0.14 g of (E)-[4-(4-bromo-but-2-enyloxy)-2-hydroxy-phenyl]-(4-bromo-phenyl)-methanone which, with N-allyl-methyl-amine analogously to Example 3c), gives (E)-[4-(4-allyl... Starting materials: C([O-])(O)=O.[Na+] (sodium bicarbonate), Cl.FC(C1=CC=C2C(=CC=NC2=C1)NC1=CC=C(C(=O)O)C=C1)(F)F (4-[[7-(trifluoromethyl)-4-quinolinyl]amino]benzoic acid hydrochloride), C1CNCCC1(C2=CC(=CC=C2)C(F)(F)F)O (4-Hydroxy-4-[(3-trifluoromethyl)phenyl]piperidine), C(=O)(C=1NC=CN1)C=1NC=CN1 (carbonyl diimidazole). Solvent: CN(C=O)C (dimethylformamide). Reaction conditions: time 1 hour. The product is FC(C=1C=C(C=CC1)C1(CCN(CC1)C(C1=CC=C(C=C1)NC1=CC=NC2=CC(=CC=C12)C(F)(F)F)=O)O)(F)F (4-[3-(trifluoromethyl)phenyl]-4-hydroxy-1-[4-[[7-(trifluoromethyl)-4-quinolinyl]amino]benzoyl]piperidine). Yield: 86.0%. RXN SMILES: Cl.[F:2][C:3]([F:25])([F:24])[C:4]1[CH:13]=[C:12]2[C:7]([C:8]([NH:14][C:15]3[CH:23]=[CH:22][C:18]([C:19]([OH:21])=O)=[CH:17][CH:16]=3)=[CH:9][CH:10]=[N:11]2)=[CH:6][CH:5]=1.C(C1NC=CN=1)(C1NC=CN=1)=O.[CH2:38]1[C:43]([OH:54])([C:44]2[CH:49]=[CH:48][CH:47]=[C:46]([C:50]([F:53])([F:52])[F:51])[CH:45]=2)[CH2:42][CH2:41][NH:40][CH2:39]1.C(=O)(O)[O-].[Na+]>CN(C)C=O>[F:53][C:50]([F:51])([F:52])[C:46]1[CH:45]=[C:44]([C:43]2([OH:54])[CH2:42][CH2:41][N:40]([C:19](=[O:21])[C:18]3[CH:17]=[CH:16][C:15]([NH:14][C:8]4[C:7]5[C:12](=[CH:13][C:4]([C:3]([F:2])([F:25])[F:24])=[CH:5][CH:6]=5)[N:11]=[CH:10][CH:9]=4)=[CH:23][CH:22]=3)[CH2:39][CH2:38]2)[CH:49]=[CH:48][CH:47]=1 |f:0.1,4.5|. Procedure details: A solution of 1.0 mmol of 4-[[7-(trifluoromethyl)-4-quinolinyl]amino]benzoic acid hydrochloride in dry dimethylformamide is stirred in a nitrogen atmosphere at 20°-25° C.; 1.1 mmol of carbonyl diimidazole is added and the mixture stirred further for 1 hour. 4-Hydroxy-4-[(3-trifluoromethyl)phenyl]piperidine (1.1 mmol) is then added and the reaction mixture is stirred for 20 hours, then poured into aqueous sodium bicarbonate and is extracted with methylene chloride. The organic extract is dried ov... Starting materials: ClC1=C(C(=O)NCC)C(=CC=C1I)[Si](C)(C)C (2-Chloro-N-ethyl-3-iodo-6-(trimethylsilyl)benzamide), C(=C)[Sn](CCCC)(CCCC)CCCC (vinyltributyltin). Reagents/catalysts: C1=CC=C(C=C1)P(C2=CC=CC=C2)C3=CC=CC=C3.C1=CC=C(C=C1)P(C2=CC=CC=C2)C3=CC=CC=C3.C1=CC=C(C=C1)P(C2=CC=CC=C2)C3=CC=CC=C3.C1=CC=C(C=C1)P(C2=CC=CC=C2)C3=CC=CC=C3.[Pd] (tetrakis(triphenylphosphine)palladium(O)), C(C)(C)(C)C1=C(C(=CC(=C1)C)C(C)(C)C)O (2.6-di-t-butyl-4-methylphenol), C1=CC=C(C=C1)P(C2=CC=CC=C2)C3=CC=CC=C3.C1=CC=C(C=C1)P(C2=CC=CC=C2)C3=CC=CC=C3.C1=CC=C(C=C1)P(C2=CC=CC=C2)C3=CC=CC=C3.C1=CC=C(C=C1)P(C2=CC=CC=C2)C3=CC=CC=C3.[Pd] (tetrakis(triphenylphosphine)palladium(O)). Solvent: CCOCC (ether), C1(=CC=CC=C1)C (toluene). Reaction conditions: time 24 hour. Yields the product ClC1=C(C(=O)NCC)C(=CC=C1C=C)[Si](C)(C)C (2-Chloro-3-ethenyl-N-ethyl-6-(trimethylsilyl)benzamide). Isolated yield 21.3%. RXN SMILES: [Cl:1][C:2]1[C:12](I)=[CH:11][CH:10]=[C:9]([Si:14]([CH3:17])([CH3:16])[CH3:15])[C:3]=1[C:4]([NH:6][CH2:7][CH3:8])=[O:5].[CH:18]([Sn](CCCC)(CCCC)CCCC)=[CH2:19]>C1(C)C=CC=CC=1.CCOCC.C1C=CC(P(C2C=CC=CC=2)C2C=CC=CC=2)=CC=1.C1C=CC(P(C2C=CC=CC=2)C2C=CC=CC=2)=CC=1.C1C=CC(P(C2C=CC=CC=2)C2C=CC=CC=2)=CC=1.C1C=CC(P(C2C=CC=CC=2)C2C=CC=CC=2)=CC=1.[Pd].C(C1C=C(C)C=C(C(C)(C)C)C=1O)(C)(C)C>[Cl:1][C:2]1[C:12]([CH:18]=[CH2:19])=[CH:11][CH:10]=[C:9]([Si:14]([CH3:17])([CH3:16])[CH3:15])[C:3]=1[C:4]([NH:6][CH2:7][CH3:8])=[O:5] |f:4.5.6.7.8|. Procedure details: To a solution of the compound of Example 239 (0.382 g, 1.0 mmol), tetrakis(triphenylphosphine)palladium(O) (23 mg, 0.02 mmol) and 2.6-di-t-butyl-4-methylphenol (1.5 mg) in toluene (10 mL) was added vinyltributyltin (0.349 g, 1.1 mmol). The light yellow solution was heated at reflux for 24 h, additional tetrakis(triphenylphosphine)palladium(O) (15 mg) was added, and reflux was continued for 24 h. The cool mixture was diluted with ether, filtered through Celite, concentrated and purified by RC (et... Starting materials: Cl (hydrochloric acid), CC=1NC(=C(C(C1C(=O)OCC)C1=CC=C(C=C1)F)C(=O)OCC)C (diethyl 2,6-dimethyl-4-(4-fluorophenyl)-1,4-dihydro-pyridine-3,5-dicarboxylate), CI (methyl iodide), [H-].[Na+] (sodium hydride). Solvent: COCCOC (1,2-dimethoxyethane). Conditions: time 3 hour. Yields the product CN1C(=C(C(C(=C1C)C(=O)OCC)C1=CC=C(C=C1)F)C(=O)OCC)C (Diethyl 1,2,6-trimethyl-4-(4-fluorophenyl)-1,4-dihydropyridine-3,5-dicarboxylate). As a reaction SMILES: [CH3:1][C:2]1[NH:3][C:4]([CH3:25])=[C:5]([C:20]([O:22][CH2:23][CH3:24])=[O:21])[CH:6]([C:13]2[CH:18]=[CH:17][C:16]([F:19])=[CH:15][CH:14]=2)[C:7]=1[C:8]([O:10][CH2:11][CH3:12])=[O:9].[H-].[Na+].[CH3:28]I.Cl>COCCOC>[CH3:28][N:3]1[C:4]([CH3:25])=[C:5]([C:20]([O:22][CH2:23][CH3:24])=[O:21])[CH:6]([C:13]2[CH:14]=[CH:15][C:16]([F:19])=[CH:17][CH:18]=2)[C:7]([C:8]([O:10][CH2:11][CH3:12])=[O:9])=[C:2]1[CH3:1] |f:1.2|. Procedure: 2.78 g (0.008 mol) of diethyl 2,6-dimethyl-4-(4-fluorophenyl)-1,4-dihydro-pyridine-3,5-dicarboxylate dissolved in 25 ml of 1,2-dimethoxyethane, and 0.30 g (0.01 mol) of 80% strength sodium hydride and, after 30 min, 1.43 g (0.01 mol) of methyl iodide are added. The mixture is stirred at room temperature for 3 hours, neutralized with dilute hydrochloric acid and evaporated in vacuo. The residue is purified by chromatography on silica gel (methylene chloride). Starting materials: [H-].[Al+3].[Li+].[H-].[H-].[H-] (lithium aluminum hydride), C(CC)[C@@H]1CC[C@H](CC1)C1=CC=C(C(=O)Cl)C=C1 (4-(trans-4'-n-propylcyclohexyl)benzoyl chloride), C(C)(=O)OCC (ethyl acetate), [OH-].[Na+] (NaOH). Run in O1CCCC1 (tetrahydrofuran), O (water), O1CCCC1 (tetrahydrofuran). Conditions: temperature 0 celsius. Product: C(CC)[C@@H]1CC[C@H](CC1)C1=CC=C(CO)C=C1 (4-(trans-4'-n-propylcyclohexyl)benzylalcohol). Yield: 77.0%. Reaction SMILES: [H-].[Al+3].[Li+].[H-].[H-].[H-].[CH2:7]([C@H:10]1[CH2:15][CH2:14][C@H:13]([C:16]2[CH:24]=[CH:23][C:19]([C:20](Cl)=[O:21])=[CH:18][CH:17]=2)[CH2:12][CH2:11]1)[CH2:8][CH3:9].C(OCC)(=O)C.[OH-].[Na+]>O1CCCC1.O>[CH2:7]([C@H:10]1[CH2:11][CH2:12][C@H:13]([C:16]2[CH:24]=[CH:23][C:19]([CH2:20][OH:21])=[CH:18][CH:17]=2)[CH2:14][CH2:15]1)[CH2:8][CH3:9] |f:0.1.2.3.4.5,8.9|. Procedure: Into a three-necked flask having a 1 l capacity was added lithium aluminum hydride (5.7 g, 0.15 mol), and cooled down to 0° C., followed by dropwise adding tetrahydrofuran (100 ml) and a solution of 4-(trans-4'-n-propylcyclohexyl)benzoyl chloride (53.0 g, 0.2 mol) in tetrahydrofuran (100 ml) in this order, agitating the mixture at room temperature for 3 hours, again cooling it down to 0° C., adding ethyl acetate (10 ml), water (10 ml) and 2N NaOH aqueous solution (10 ml) in this order, heating t... Reactants: O=C([O-])[O-], CC(=O)[O-], CC(=O)[O-], C1COCCN1, Cc1ccccc1, CCOC(C)=O, COC(=O)c1cc(S(C)(=O)=O)ccc1Cl, [Cs+], [Cs+], [Pd+2], c1ccc(P(c2ccccc2)c2ccc3ccccc3c2-c2c(P(c3ccccc3)c3ccccc3)ccc3ccccc23)cc1. Yields the product COC(=O)c1cc(S(C)(=O)=O)ccc1N1CCOCC1. RXN SMILES: [C:22](=[O:23])([O-:24])[O-:25].[C:81]([O-:82])(=[O:83])[CH3:84].[C:86]([O-:87])(=[O:88])[CH3:89].[CH2:16]1[CH2:17][O:18][CH2:19][CH2:20][NH:21]1.[CH3:74][c:75]1[cH:76][cH:77][cH:78][cH:79][cH:80]1.[CH3:90][CH2:91][O:92][C:93](=[O:94])[CH3:95].[Cl:1][c:2]1[c:3]([C:4](=[O:5])[O:6][CH3:7])[cH:8][c:9]([S:12](=[O:13])(=[O:14])[CH3:15])[cH:10][cH:11]1.[Cs+:26].[Cs+:27].[Pd+2:85].[c:28]1([P:29]([c:30]2[cH:31][cH:32][cH:33][cH:34][cH:35]2)[c:36]2[cH:37][cH:38][c:39]3[c:40]([cH:41][cH:42][cH:43][cH:44]3)[c:45]2-[c:46]2[c:47]3[c:48]([cH:49][cH:50][cH:51][cH:52]3)[cH:53][cH:54][c:55]2[P:56]([c:57]2[cH:58][cH:59][cH:60][cH:61][cH:62]2)[c:63]2[cH:64][cH:65][cH:66][cH:67][cH:68]2)[cH:69][cH:70][cH:71][cH:72][cH:73]1>>[c:2]1([N:21]2[CH2:16][CH2:17][O:18][CH2:19][CH2:20]2)[c:3]([C:4](=[O:5])[O:6][CH3:7])[cH:8][c:9]([S:12](=[O:13])(=[O:14])[CH3:15])[cH:10][cH:11]1. Procedure: According to the general procedure B, 4-Chlorobenzonitrile (69 mg, 0.50 mmol) reacted with n-hexylamine (80 μl, 0.60 mmol) using 1 mol % of Pd(dba)2, 2 mol % of Ph5FcP(t-Bu)2, and sodium tert-butoxide (58 mg, 0.60 mmol) in toluene at 70° C. for 8 h to give the title compound as a solid (79 mg, 78%). On the other hand, the reaction of 4-chlorobenzonitrile (69 mg, 0.50 mmol) with n-hexylamine (61 mg, 0.60) using K3PO4 and DME also occurred in 92% yield to afford the title compound (93 mg) at 100° ... The reagents and catalysts are C=1C=CC(=CC1)/C=C/C(=O)/C=C/C2=CC=CC=C2.C=1C=CC(=CC1)/C=C/C(=O)/C=C/C2=CC=CC=C2.[Pd] (Pd(dba)2). Isolated yield 78.1%. The reactants are ClC1=CC=C(C#N)C=C1 (4-Chlorobenzonitrile), CC(C)([O-])C.[Na+] (sodium tert-butoxide), C(CCCCC)N (n-hexylamine), Ph5FcP(t-Bu)2. The solvent is C1(=CC=CC=C1)C (toluene). The product is C(CCCCC)NC1=CC=C(C=C1)C#N (N-n-hexyl-4-cyanoaniline). As a reaction SMILES: Cl[C:2]1[CH:9]=[CH:8][C:5]([C:6]#[N:7])=[CH:4][CH:3]=1.[CH2:10]([NH2:16])[CH2:11][CH2:12][CH2:13][CH2:14][CH3:15].CC(C)([O-])C.[Na+]>C1(C)C=CC=CC=1.C1C=CC(/C=C/C(/C=C/C2C=CC=CC=2)=O)=CC=1.C1C=CC(/C=C/C(/C=C/C2C=CC=CC=2)=O)=CC=1.[Pd]>[CH2:10]([NH:16][C:2]1[CH:9]=[CH:8][C:5]([C:6]#[N:7])=[CH:4][CH:3]=1)[CH2:11][CH2:12][CH2:13][CH2:14][CH3:15] |f:2.3,5.6.7|. Starting materials: C(C)(=O)OCC (ethyl acetate), N1=C(C=CC=C1)N1CCNCC1 (1-(2-pyridyl)piperazine), BrC(C(=O)OCC)C (ethyl 2-bromopropionate), C([O-])([O-])=O.[K+].[K+] (potassium carbonate). The solvent is C(C)O (ethanol). Yields the product N1=C(C=CC=C1)N1CCN(CC1)C(C(=O)OCC)C (Ethyl 2-(4-(2-Pyridyl)-1-piperazinyl)propionate). As a reaction SMILES: [N:1]1[CH:6]=[CH:5][CH:4]=[CH:3][C:2]=1[N:7]1[CH2:12][CH2:11][NH:10][CH2:9][CH2:8]1.Br[CH:14]([CH3:20])[C:15]([O:17][CH2:18][CH3:19])=[O:16].C(=O)([O-])[O-].[K+].[K+].C(OCC)(=O)C>C(O)C>[N:1]1[CH:6]=[CH:5][CH:4]=[CH:3][C:2]=1[N:7]1[CH2:8][CH2:9][N:10]([CH:14]([CH3:20])[C:15]([O:17][CH2:18][CH3:19])=[O:16])[CH2:11][CH2:12]1 |f:2.3.4|. Procedure details: A mixture of 1-(2-pyridyl)piperazine (15.0 grams; 0.092 moles), ethyl 2-bromopropionate (16.7 grams; 0.092 moles) and potassium carbonate (12.7 grams; 0.092 moles) in absolute ethanol (150 cc) is boiled under reflux for about three hours. After cooling, the mixture is filtered, the filtrate is allowed to evaporate and finally the residue is distilled under vacuo, giving the product, b.p. 130°-132° C. (0.01 mm); Rf=0.37 (from ethyl acetate); IR (neat) νmax: 1730, 1600, 1490, 1440, 1320, 1250, 116...